Dataset: the Open Reaction Database (ORD), a public repository of structured organic reaction records. Task: describe an organic reaction: reactants, conditions, products, and yield The reactants are BrC(C(=O)OCC)CCC(C(=O)OCC)Br (diethyl 2,5-dibromoadipate), O.O.O.O.O.O.O.O.O.[Na+].[Na+].[SH-] (sodium sulfide enneahydrate), C(C)OCC (diethyl ether), O (water). Solvent: CN(C=O)C (dimethylformamide). Run at time 5 hour. The product is C(C)OC(=O)C1SC(CC1)C(=O)OCC (2,5-diethoxycarbonyltetrahydrothiophene). Isolated yield 72.3%. RXN SMILES: Br[CH:2]([CH2:8][CH2:9][CH:10](Br)[C:11]([O:13][CH2:14][CH3:15])=[O:12])[C:3]([O:5][CH2:6][CH3:7])=[O:4].O.O.O.O.O.O.O.O.O.[Na+].[Na+].[SH-:28].C(OCC)C.O>CN(C)C=O>[CH2:6]([O:5][C:3]([CH:2]1[CH2:8][CH2:9][CH:10]([C:11]([O:13][CH2:14][CH3:15])=[O:12])[S:28]1)=[O:4])[CH3:7] |f:1.2.3.4.5.6.7.8.9.10.11.12|. Procedure details: To a stirred solution of diethyl 2,5-dibromoadipate (4.5 g) in dimethylformamide (15 ml), sodium sulfide enneahydrate (3.9 g) was added under nitrogen atmosphere and the mixture was stirred for 5 hours under ice-cooling. To the reaction mixture, diethyl ether and water were added. The organic layer was washed with saturated sodium chloride solution, dried over anhydrous magnesium sulfate and concentrated in vacuo. The oily residue was purified by a silica gel column chromatography to give 2.1 g ...